This data is from the Open Reaction Database (ORD), a public repository of structured organic reaction records. The task is: describe an organic reaction: reactants, conditions, products, and yield The reactants are FC1=CC=C(C=C1)C1=C(C=2C(=NC(=C(C2)I)N(S(=O)(=O)C)C)O1)C(=O)NC (2-(4-fluorophenyl)-5-iodo-N-methyl-6-(N-methylmethylsulfonamido)furo[2,3-b]pyridine-3-carboxamide), B(B(O)O)(O)O (hypodiboric acid), CC(=O)[O-].[K+] (KOAc). The reagents and catalysts are CC(=O)[O-].CC(=O)[O-].[Pd+2] (Pd(OAc)2). Solvent: CCO (EtOH). Conditions: temperature 80 celsius, time 5 hour. The product is FC1=CC=C(C=C1)C1=C(C=2C(=NC(=C(C2)B(O)O)N(S(=O)(=O)C)C)O1)C(NC)=O ((2-(4-fluorophenyl)-3-(methylcarbamoyl)-6-(N-methylmethylsulfonamido)furo[2,3-b]pyridin-5-yl)boronic acid). Yield: 197.8%. RXN SMILES: [F:1][C:2]1[CH:7]=[CH:6][C:5]([C:8]2[O:23][C:11]3=[N:12][C:13]([N:17]([CH3:22])[S:18]([CH3:21])(=[O:20])=[O:19])=[C:14](I)[CH:15]=[C:10]3[C:9]=2[C:24]([NH:26][CH3:27])=[O:25])=[CH:4][CH:3]=1.[B:28]([OH:33])([OH:32])B(O)O.CC([O-])=O.[K+]>CCO.CC([O-])=O.CC([O-])=O.[Pd+2]>[F:1][C:2]1[CH:7]=[CH:6][C:5]([C:8]2[O:23][C:11]3=[N:12][C:13]([N:17]([CH3:22])[S:18]([CH3:21])(=[O:20])=[O:19])=[C:14]([B:28]([OH:33])[OH:32])[CH:15]=[C:10]3[C:9]=2[C:24](=[O:25])[NH:26][CH3:27])=[CH:4][CH:3]=1 |f:2.3,5.6.7|. Procedure: To a degassed solution of 2-(4-fluorophenyl)-5-iodo-N-methyl-6-(N-methylmethylsulfonamido)furo[2,3-b]pyridine-3-carboxamide (prepared according to International Patent Application Publication No. WO2011131709, 3.0 g, 6 mmol), hypodiboric acid (1.08 g, 1.2 mmol) and KOAc (1.8 g, 1.8 mmol) in EtOH (60 mL) was added Pd(OAc)2 (50 mg) and Ad2n-BuP (50 mg) under nitrogen atmosphere. The reaction mixture was stirred at 80° C. for 5 h, concentrated in vacuo to remove EtOH. The residue was purified by co... Starting materials: C(C1=CC=CC=C1)(=O)O[C@H](CC#C)CCCC ((S)-4-benzoyloxy-1-octyne), OC(CC#C)CCCC (4-hydroxy-1-octyne), ( S )-configuration, [OH-].[K+] (potassium hydroxide), CO.O (methanol water). The solvent is C(C)(=O)OCC (ethyl acetate). Run at time 24 hour. Product: O[C@H](CC#C)CCCC ((S)-4-hydroxy-1-octyne). As a reaction SMILES: C([O:9][C@@H:10]([CH2:14][CH2:15][CH2:16][CH3:17])[CH2:11][C:12]#[CH:13])(=O)C1C=CC=CC=1.[OH-].[K+].CO.O.OC(CCCC)CC#C>C(OCC)(=O)C>[OH:9][C@@H:10]([CH2:14][CH2:15][CH2:16][CH3:17])[CH2:11][C:12]#[CH:13] |f:1.2,3.4|. Procedure: A solution of 1.15 g. (5.0 mmoles) of (S)-4-benzoyloxy-1-octyne (Example 899) and 1.40 g. (25 mmoles) of potassium hydroxide in 50 ml. of 10:1 methanol-water is allowed to stand at room temperature for 24 hours. The bulk of the methanol is evaporated at room temperature, and the mixture is extracted with ether. The extract is washed with brine, dried over magnesium sulfate, and evaporated to give a colorless oil, identical to 4-hydroxy-1-octyne [α]D25 = +17° ± 1.0° (C=0.77, ethyl acetate). This ... The reactants are CC(Cl)c1cccnc1, CC1(C)CCc2c(cccc2C(=O)O)O1. Reagents/catalysts: O=C([O-])[O-].[Cs+].[Cs+] (cesium carbonate), [I-].[K+] (potassium iodide). Run in CN(C)C=O (DMF), CN(C)C=O (dmf), CN(C)C=O (DMF). Reaction conditions: temperature 70 celsius, time 16 hour. Product: CC(OC(=O)c1cccc2c1CCC(C)(C)O2)c1cccnc1. The reactants are C(C)OC(OCC)OCC (orthoformic acid triethyl ester), C(C#N)C#N (malonic acid dinitrile), alcohol. The reagents and catalysts are C(C)(=O)OC(C)=O (acetic acid anhydride). Reaction conditions: time 2.5 hour. Product: CCOC=C(C#N)C#N (ethoxymethylene malonic acid dinitrile). The yield is 98.5%. RXN SMILES: C(O[CH:4]([O:8][CH2:9][CH3:10])OCC)C.[CH2:11]([C:14]#[N:15])[C:12]#[N:13]>C(OC(=O)C)(=O)C>[CH3:10][CH2:9][O:8][CH:4]=[C:11]([C:14]#[N:15])[C:12]#[N:13]. Procedure: A two-liter, four necked flask is charged with 1332 g (9 moles) of orthoformic acid triethyl ester, 198 g (3 moles) of malonic acid dinitrile and 4 g of acetic acid anhydride. With vigorous stirring, the solution is heated to ebullition. At about 110° C. sump temperature, alcohol begins to distil out through the top of the column. During the course of the reaction, approximately 8 g of acetic acid anhydride is fed in continuously, and the heating of the reaction mixture and the reflux flow are s... The reactants are ClCCl, CCS(=O)(=O)N1CCC(Nc2nn(COCC[Si](C)(C)C)c3c2nc(-c2c(F)cccc2F)c2cc(C#N)ccc23)CC1, O=C(O)C(F)(F)F, O. Yields the product CCS(=O)(=O)N1CCC(Nc2n[nH]c3c2nc(-c2c(F)cccc2F)c2cc(C#N)ccc23)CC1. Reaction SMILES: [Cl:51][CH2:52][Cl:53].[F:1][c:2]1[c:3](-[c:9]2[n:10][c:11]3[c:12]([c:13]4[cH:14][cH:15][c:16]([C:19]#[N:20])[cH:17][c:18]24)[n:21]([CH2:36][O:37][CH2:38][CH2:39][Si:40]([CH3:41])([CH3:42])[CH3:43])[n:22][c:23]3[NH:24][CH:25]2[CH2:26][CH2:27][N:28]([S:31](=[O:32])(=[O:33])[CH2:34][CH3:35])[CH2:29][CH2:30]2)[c:4]([F:8])[cH:5][cH:6][cH:7]1.[F:44][C:45]([F:46])([F:47])[C:48]([OH:49])=[O:50].[OH2:54]>>[F:1][c:2]1[c:3](-[c:9]2[n:10][c:11]3[c:12]([c:13]4[cH:14][cH:15][c:16]([C:19]#[N:20])[cH:17][c:18]24)[nH:21][n:22][c:23]3[NH:24][CH:25]2[CH2:26][CH2:27][N:28]([S:31](=[O:32])(=[O:33])[CH2:34][CH3:35])[CH2:29][CH2:30]2)[c:4]([F:8])[cH:5][cH:6][cH:7]1.